From a dataset of the Open Reaction Database (ORD), a public repository of structured organic reaction records. describe an organic reaction: reactants, conditions, products, and yield Reactants: Cl (hydrochloric acid), OC=1C(=C(C(=O)O)C=CC1)C (3-hydroxy-2-methylbenzoic acid), Cl[O-].[Na+] (sodium hypochlorite), [Na] (sodium). Run in O (water). Reaction conditions: temperature 2 celsius, time 30 minute. Product: ClC1=C(C(=C(C(=O)O)C=C1)C)O (4-chloro-3-hydroxy-2-methylbenzoic acid). As a reaction SMILES: [OH:1][C:2]1[C:3]([CH3:11])=[C:4]([CH:8]=[CH:9][CH:10]=1)[C:5]([OH:7])=[O:6].[Na].[Cl:13][O-].[Na+].Cl>O>[Cl:13][C:10]1[CH:9]=[CH:8][C:4]([C:5]([OH:7])=[O:6])=[C:3]([CH3:11])[C:2]=1[OH:1] |f:2.3,^1:11|. Procedure details: To a suspension of 22.8 g of 3-hydroxy-2-methylbenzoic acid in 300 ml of water, cooled to 2° C., were added 55 ml of 3N sodium hydroxyde to adjust the pH to 10. To the clear solution were added within 20 minutes, at 2° to 6° C., 125 ml of 1.2N sodium hypochlorite solution, the pH being raised to 12.5. Then, 90 ml of 3N hydrochloric acid were added at once, a precipitate being formed immediately. The mixture was stirred at 0° C. for 30 minutes, and subsequently the precipitate was isolated by fil... Reactants: C1(CC1)COCCC1=CC=C(OCC2CO2)C=C1 (1-[4-(2-cyclopropylmethoxyethyl)phenoxy]-2,3-epoxypropane), NCCCOC=1C=C(C=CC1)C=1CCC(NN1)=O (6-[3-(3-aminopropoxy)phenyl]-4,5-dihydro-3(2H)-pyridazinone). Yields the product C1(CC1)COCCC1=CC=C(OCC(CNCCCOC=2C=C(C=CC2)C=2CCC(NN2)=O)O)C=C1 (6-[3-[3-[3-(4-(2-Cyclopropylmethoxy-ethyl)phenoxy)-2-hydroxypropylamino]propoxy]phenyl]-4,5-dihydro-3(2H)-pyridazinone). As a reaction SMILES: [CH:1]1([CH2:4][O:5][CH2:6][CH2:7][C:8]2[CH:18]=[CH:17][C:11]([O:12][CH2:13][CH:14]3[O:16][CH2:15]3)=[CH:10][CH:9]=2)[CH2:3][CH2:2]1.[NH2:19][CH2:20][CH2:21][CH2:22][O:23][C:24]1[CH:25]=[C:26]([C:30]2[CH2:31][CH2:32][C:33](=[O:36])[NH:34][N:35]=2)[CH:27]=[CH:28][CH:29]=1>>[CH:1]1([CH2:4][O:5][CH2:6][CH2:7][C:8]2[CH:18]=[CH:17][C:11]([O:12][CH2:13][CH:14]([OH:16])[CH2:15][NH:19][CH2:20][CH2:21][CH2:22][O:23][C:24]3[CH:25]=[C:26]([C:30]4[CH2:31][CH2:32][C:33](=[O:36])[NH:34][N:35]=4)[CH:27]=[CH:28][CH:29]=3)=[CH:10][CH:9]=2)[CH2:3][CH2:2]1. Reported procedure: Prepared analogously to Example 1 from 1-[4-(2-cyclopropylmethoxyethyl)phenoxy]-2,3-epoxypropane and 6-[3-(3-aminopropoxy)phenyl]-4,5-dihydro-3(2H)-pyridazinone. Starting materials: ClC(C(F)(F)C1=CC=C(C(N1)=O)C(=O)OC)(F)F (methyl 6-(2-chloro-1,1,2,2-tetrafluoroethyl)-2-oxo-1,2-dihydropyridine-3-carboxylate), C(C)N (ethylamine), Cl (hydrochloric acid). The product is ClC(C(F)(F)C1=CC=C(C(N1)=O)C(=O)NCC)(F)F (6-(2-Chloro-1,1,2,2-tetrafluoroethyl)-N-ethyl-2-oxo-1,2-dihydropyridine-3-carboxamide). Reaction SMILES: [Cl:1][C:2]([F:18])([F:17])[C:3]([C:6]1[NH:11][C:10](=[O:12])[C:9]([C:13]([O:15]C)=O)=[CH:8][CH:7]=1)([F:5])[F:4].Cl.[CH2:20]([NH2:22])[CH3:21]>>[Cl:1][C:2]([F:18])([F:17])[C:3]([C:6]1[NH:11][C:10](=[O:12])[C:9]([C:13]([NH:22][CH2:20][CH3:21])=[O:15])=[CH:8][CH:7]=1)([F:4])[F:5]. Procedure: At room temperature, 300 mg (1.04 mmol) of methyl 6-(2-chloro-1,1,2,2-tetrafluoroethyl)-2-oxo-1,2-dihydropyridine-3-carboxylate were stirred in 5 ml of aqueous ethylamine solution (70%) for 14 h. The pH was then adjusted to 2 by addition of 1N hydrochloric acid, and the mixture was extracted with dichloromethane. Drying and concentration of the extract gave 310 mg (98% of theory) of the product. The reactants are CCO, CCOCOC1CCC2(C)C(CCC3C2CCC2(C)C(O)(C#CC(=O)O)CCC32O)C1, [Pd]. Product: CCOCOC1CCC2(C)C(CCC3C2CCC2(C)C(O)(CCC(=O)O)CCC32O)C1. Reaction SMILES: [CH3:32][CH2:33][OH:34].[OH:1][C:2]1([C:27]#[C:28][C:29](=[O:30])[OH:31])[C:3]2([CH3:4])[C:5]([OH:26])([CH2:6][CH2:7]1)[CH:8]1[CH2:9][CH2:10][CH:11]3[CH2:12][CH:13]([O:21][CH2:22][O:23][CH2:24][CH3:25])[CH2:14][CH2:15][C:16]3([CH3:17])[CH:18]1[CH2:19][CH2:20]2.[Pd:35]>>[OH:1][C:2]1([CH2:27][CH2:28][C:29](=[O:30])[OH:31])[C:3]2([CH3:4])[C:5]([OH:26])([CH2:6][CH2:7]1)[CH:8]1[CH2:9][CH2:10][CH:11]3[CH2:12][CH:13]([O:21][CH2:22][O:23][CH2:24][CH3:25])[CH2:14][CH2:15][C:16]3([CH3:17])[CH:18]1[CH2:19][CH2:20]2. The solvent is C(OC)COC (dimethoxyethane), C(C)(C)O (isopropanol). Run at temperature 0 celsius, time 24 hour. The product is Cl.FC1=CC=C(C(=O)OC2=CC=C(C(=O)N[C@@H]3CNCCC[C@H]3OC(C3=CC=C(C=C3)O)=O)C=C2)C=C1 (4-Hydroxy-benzoic acid (3R,4R)-3-[4-(4-fluoro-benzoyloxy)-benzoylamino]-azepan-4-yl ester hydrochloride). Reactants: C(C)(C)(C)OC(=O)N1C[C@H]([C@@H](CCC1)OC(C1=CC=C(C=C1)O)=O)NC(C1=CC=C(C=C1)OC(C1=CC=C(C=C1)F)=O)=O ((3R,4R)-3-[4-(4-Fluoro-benzoyloxy)-benzoylamino]-4-(4-hydroxy-benzoyloxy)-azepane-1-carboxylic acid tert-butyl ester), Cl (HCl). Procedure: 56 mg (3R,4R)-3-[4-(4-Fluoro-benzoyloxy)-benzoylamino]-4-(4-hydroxy-benzoyloxy)-azepane-1-carboxylic acid tert-butyl ester was dissolved in 2 ml dimethoxyethane and 2 ml isopropanol (i-Pr-OH); after cooling to 0° C. the solution was slowly saturated with HCl-gas and stored in a refrigerator for 24 h. The solvent was completely removed in vacuo; the product was triturated with diethylether; the resulting suspension was stirred for several hours. The solvent was decanted and stirring was continued... RXN SMILES: C(OC([N:8]1[CH2:14][CH2:13][CH2:12][C@@H:11]([O:15][C:16](=[O:24])[C:17]2[CH:22]=[CH:21][C:20]([OH:23])=[CH:19][CH:18]=2)[C@H:10]([NH:25][C:26](=[O:43])[C:27]2[CH:32]=[CH:31][C:30]([O:33][C:34](=[O:42])[C:35]3[CH:40]=[CH:39][C:38]([F:41])=[CH:37][CH:36]=3)=[CH:29][CH:28]=2)[CH2:9]1)=O)(C)(C)C.[ClH:44]>C(COC)OC.C(O)(C)C>[ClH:44].[F:41][C:38]1[CH:37]=[CH:36][C:35]([C:34]([O:33][C:30]2[CH:31]=[CH:32][C:27]([C:26]([NH:25][C@H:10]3[C@H:11]([O:15][C:16](=[O:24])[C:17]4[CH:22]=[CH:21][C:20]([OH:23])=[CH:19][CH:18]=4)[CH2:12][CH2:13][CH2:14][NH:8][CH2:9]3)=[O:43])=[CH:28][CH:29]=2)=[O:42])=[CH:40][CH:39]=1 |f:4.5|. Isolated yield 85.0%. As a reaction SMILES: [CH2:42]([NH:43][CH2:44][CH3:45])[CH3:46].[CH3:69][N:70]([CH3:71])[CH:72]=[O:73].[Cl:74][CH:75]([Cl:76])[CH3:77].[N+:47]([c:48]1[cH:49][cH:50][c:51]([O:52][C:53](=[O:54])[O:55][c:56]2[cH:57][cH:58][c:59]([N+:60]([O-:61])=[O:62])[cH:63][cH:64]2)[cH:65][cH:66]1)([O-:67])=[O:68].[cH:1]1[c:2]2[c:12]([cH:13][cH:14][cH:17]1)-[c:7]1[c:6]([cH:11][cH:10][cH:9][cH:8]1)[CH:3]2[CH2:4][O:15][C:16](=[O:5])[N:18]([CH2:19][CH2:20][NH:21][CH:22]([C:23](=[O:24])[O:25][CH3:26])[C:27]([CH3:28])([CH3:29])[CH3:30])[CH2:31][c:32]1[n:33][c:34]2[c:35]([n:36]1[CH3:37])[cH:38][cH:39][cH:40][cH:41]2>>[O:15]=[C:16]1[N:18]([CH2:31][c:32]2[n:33][c:34]3[c:35]([n:36]2[CH3:37])[cH:38][cH:39][cH:40][cH:41]3)[CH2:19][CH2:20][N:21]1[CH:22]([C:23](=[O:24])[O:25][CH3:26])[C:27]([CH3:28])([CH3:29])[CH3:30]. Reactants: CCNCC, CN(C)C=O, CC(Cl)Cl, O=C(Oc1ccc([N+](=O)[O-])cc1)Oc1ccc([N+](=O)[O-])cc1, COC(=O)C(NCCN(Cc1nc2ccccc2n1C)C(=O)OCC1c2ccccc2-c2ccccc21)C(C)(C)C. The product is COC(=O)C(N1CCN(Cc2nc3ccccc3n2C)C1=O)C(C)(C)C. Reactants: CC(C)C(NC(=O)c1c(I)c(N)c(I)c(C(=O)O)c1I)C(=O)O, C[NH-], COCC(=O)Cl. Product: COCC(=O)Nc1c(I)c(C(=O)O)c(I)c(C(=O)NC(C(=O)O)C(C)C)c1I, C[NH-]. Reaction SMILES: [C:1](=[O:2])([OH:3])[c:4]1[c:5]([I:23])[c:6]([C:7](=[O:8])[NH:9][CH:10]([CH:11]([CH3:12])[CH3:13])[C:14](=[O:15])[OH:16])[c:17]([I:22])[c:18]([NH2:21])[c:19]1[I:20].[CH3:24][NH-:25].[CH3:26][O:27][CH2:28][C:29](=[O:30])[Cl:31]>>[C:1](=[O:2])([OH:3])[c:4]1[c:5]([I:23])[c:6]([C:7](=[O:8])[NH:9][CH:10]([CH:11]([CH3:12])[CH3:13])[C:14](=[O:15])[OH:16])[c:17]([I:22])[c:18]([NH:21][C:29]([CH2:28][O:27][CH3:26])=[O:30])[c:19]1[I:20].[CH3:24][NH-:25]. Reactants: CC(C)=CCO, CS(C)=O, Cc1ccc(S(=O)(=O)Oc2c(-c3ccc(S(C)(=O)=O)cc3)cnn(-c3ccc(F)cc3)c2=O)cc1. The product is CC(C)=CCOc1c(-c2ccc(S(C)(=O)=O)cc2)cnn(-c2ccc(F)cc2)c1=O. Reaction SMILES: [CH3:36][C:37](=[CH:38][CH2:39][OH:40])[CH3:41].[CH3:42][S:43]([CH3:44])=[O:45].[F:1][c:2]1[cH:3][cH:4][c:5](-[n:8]2[n:9][cH:10][c:11](-[c:26]3[cH:27][cH:28][c:29]([S:32](=[O:33])(=[O:34])[CH3:35])[cH:30][cH:31]3)[c:12]([O:15][S:16]([c:17]3[cH:18][cH:19][c:20]([CH3:21])[cH:22][cH:23]3)(=[O:24])=[O:25])[c:13]2=[O:14])[cH:6][cH:7]1>>[F:1][c:2]1[cH:3][cH:4][c:5](-[n:8]2[n:9][cH:10][c:11](-[c:26]3[cH:27][cH:28][c:29]([S:32](=[O:33])(=[O:34])[CH3:35])[cH:30][cH:31]3)[c:12]([O:15][CH2:39][CH:38]=[C:37]([CH3:36])[CH3:41])[c:13]2=[O:14])[cH:6][cH:7]1. The reactants are O1[C@@H](C1)C=1C=CC(=C(C1)NC=O)OCC1=CC=CC=C1 ({5-[(2R)-2-oxiranyl]-2-[(phenylmethyl)oxy]phenyl}formamide), C(C1=CC=CC=C1)NCC1=CC=CC=C1 (dibenzylamine). The product is C1(=CC=CC=C1)CN(C[C@H](O)C=1C=CC(=C(C1)NC=O)OCC1=CC=CC=C1)CC1=CC=CC=C1 ({5-{(1R)-2-[Bis(phenylmethyl)amino]-1-hydroxyethyl}-2-[(phenylmethyl)oxy]phenyl}formamide). RXN SMILES: [O:1]1[CH2:3][C@H:2]1[C:4]1[CH:5]=[CH:6][C:7]([O:13][CH2:14][C:15]2[CH:20]=[CH:19][CH:18]=[CH:17][CH:16]=2)=[C:8]([NH:10][CH:11]=[O:12])[CH:9]=1.[CH2:21]([NH:28][CH2:29][C:30]1[CH:35]=[CH:34][CH:33]=[CH:32][CH:31]=1)[C:22]1[CH:27]=[CH:26][CH:25]=[CH:24][CH:23]=1>>[C:22]1([CH2:21][N:28]([CH2:29][C:30]2[CH:31]=[CH:32][CH:33]=[CH:34][CH:35]=2)[CH2:3][C@@H:2]([C:4]2[CH:5]=[CH:6][C:7]([O:13][CH2:14][C:15]3[CH:20]=[CH:19][CH:18]=[CH:17][CH:16]=3)=[C:8]([NH:10][CH:11]=[O:12])[CH:9]=2)[OH:1])[CH:23]=[CH:24][CH:25]=[CH:26][CH:27]=1. Procedure: A mixture of {5-[(2R)-2-oxiranyl]-2-[(phenylmethyl)oxy]phenyl}formamide (WO 0276933) (200 mg) and dibenzylamine (0.75 ml) were heated in a microwave oven at 150° for 30 min. The mixture was allowed to cool to 20° and was purified on a silica SPE bond elut cartridge (10 g) using a gradient of 0% to 50% EtOAc in cyclohexane (Gradmaster™). The appropriate fractions were evaporated in vacuo and the residue further purified by mass-directed autopreparative HPLC to give the title compound (123 mg). LC... Starting materials: CN(C)CC(COC1=C(C=CC=C1)CCCCCCC1=CC=CC=C1)O (3-(N,N-dimethylamino)-1-[2-(6-phenylhexyl)phenoxy]-2-propanol), Cl (hydrogen chloride). Run in C(C)(=O)OCC (ethyl acetate), solution, O1CCOCC1 (dioxane). Yields the product Cl.CN(C)CC(COC1=C(C=CC=C1)CCCCCCC1=CC=CC=C1)O (3-(N,N-Dimethylamino)-1-[2-(6-phenylhexyl)phenoxy]-2-propanol hydrochloride). RXN SMILES: [CH3:1][N:2]([CH2:4][CH:5]([OH:26])[CH2:6][O:7][C:8]1[CH:13]=[CH:12][CH:11]=[CH:10][C:9]=1[CH2:14][CH2:15][CH2:16][CH2:17][CH2:18][CH2:19][C:20]1[CH:25]=[CH:24][CH:23]=[CH:22][CH:21]=1)[CH3:3].[ClH:27]>C(OCC)(=O)C.O1CCOCC1>[ClH:27].[CH3:1][N:2]([CH2:4][CH:5]([OH:26])[CH2:6][O:7][C:8]1[CH:13]=[CH:12][CH:11]=[CH:10][C:9]=1[CH2:14][CH2:15][CH2:16][CH2:17][CH2:18][CH2:19][C:20]1[CH:21]=[CH:22][CH:23]=[CH:24][CH:25]=1)[CH3:3] |f:4.5|. Procedure details: 0.226 g of 3-(N,N-dimethylamino)-1-[2-(6-phenylhexyl)phenoxy]-2-propanol [prepared as described in step (b) above] was dissolved in a small amount of ethyl acetate, and 0.25 ml of a 4N solution of hydrogen chloride in dioxane was added to the solution. The resulting mixture was then concentrated by distillation under reduced pressure. Pentane was added to the resulting concentrate, and the mixture was shaken and then concentrated by distillation under reduced pressure. This operation was repeate...